Task: describe an organic reaction: reactants, conditions, products, and yield. Dataset: the Open Reaction Database (ORD), a public repository of structured organic reaction records Starting materials: [OH-].[K+] (potassium hydroxide), COC(C1=C(C=CC=C1)COC1=CC=C(C=C1)CCCO)=O (2- [[4-(3-hydroxypropyl)phenoxy]methyl]benzoic acid methyl ester), Cl (hydrochloric acid), O (water). The solvent is C(C)O (ethanol). The product is OCCCC1=CC=C(OCC2=C(C(=O)O)C=CC=C2)C=C1 (2-[[4-(3-hydroxypropyl)phenoxy]methyl]benzoic acid). Yield: 86.8%. Reaction SMILES: [OH-].[K+].C[O:4][C:5](=[O:24])[C:6]1[CH:11]=[CH:10][CH:9]=[CH:8][C:7]=1[CH2:12][O:13][C:14]1[CH:19]=[CH:18][C:17]([CH2:20][CH2:21][CH2:22][OH:23])=[CH:16][CH:15]=1.O.Cl>C(O)C>[OH:23][CH2:22][CH2:21][CH2:20][C:17]1[CH:16]=[CH:15][C:14]([O:13][CH2:12][C:7]2[CH:8]=[CH:9][CH:10]=[CH:11][C:6]=2[C:5]([OH:24])=[O:4])=[CH:19][CH:18]=1 |f:0.1|. Procedure: A stirring solution of 127.1 g of potassium hydroxide in 500 ml of 95% ethanol was treated portion wise over several minutes with 59.4 g of 2- [[4-(3-hydroxypropyl)phenoxy]methyl]benzoic acid methyl ester. The resulting solution was allowed to reflux overnight with continued stirring. The product solution was poured into 900 ml of water and the solution was acidified to below pH 2 approximately 200 ml of concentrated hydrochloric acid. The resulting suspension was transferred to a separatory fun... Starting materials: C1CCOC1, Cc1cccc(C)c1C(=O)O. Yields the product Cc1cccc(C)c1CO. Reaction SMILES: [CH2:12]1[O:13][CH2:14][CH2:15][CH2:16]1.[CH3:1][c:2]1[c:3]([C:4](=[O:5])[OH:6])[c:7]([CH3:11])[cH:8][cH:9][cH:10]1>>[CH3:1][c:2]1[c:3]([CH2:4][OH:5])[c:7]([CH3:11])[cH:8][cH:9][cH:10]1. The reactants are IC1=C(C=CC=C1)S(=O)(=O)[O-].[Na+] (sodium 2-iodobenzenesulfonate), OOS(=O)[O-].[K+] (Oxone), S(=O)(=O)([O-])[O-].[Na+].[Na+] (sodium sulfate), C(CCCCCC=C)O (octa-7-en-1-ol). The solvent is [N+](=O)([O-])C (nitromethane). Reaction conditions: temperature 70 celsius, time 2 hour. Yields the product C(CCCCCC=C)=O (octa-7-enal). Isolated yield 92.0%. As a reaction SMILES: IC1C=CC=CC=1S([O-])(=O)=O.[Na+].OOS([O-])=O.[K+].S([O-])([O-])(=O)=O.[Na+].[Na+].[CH2:26]([OH:34])[CH2:27][CH2:28][CH2:29][CH2:30][CH2:31][CH:32]=[CH2:33]>[N+](C)([O-])=O>[CH:26](=[O:34])[CH2:27][CH2:28][CH2:29][CH2:30][CH2:31][CH:32]=[CH2:33] |f:0.1,2.3,4.5.6|. Procedure: 6.1 mg (0.02 mmol) of sodium 2-iodobenzenesulfonate prepared by Preparation Example 4, 0.37 g (0.6 mmol) of powdered Oxone (registered trademark), 0.5 g (3.5 mmol) of anhydrous sodium sulfate and 156 mg (1 mmol) of octa-7-en-1-ol were added to 5 ml of nitromethane, and the mixture was heated at 70° C. while being stirred under a nitrogen for two hours. The later treatment was carried out in the same way as in Example 1, and then octa-7-enal was obtained. The yield of the obtained octa-7-enal was... Starting materials: CNCC1CN(C(=O)OC(C)(C)C)C1, CC(=O)O[BH-](OC(C)=O)OC(C)=O, ClCCl, [Na+], O=C1COC1, O. Yields the product CN(CC1CN(C(=O)OC(C)(C)C)C1)C1COC1. Reaction SMILES: [C:1]([CH3:2])([CH3:3])([CH3:4])[O:5][C:6](=[O:7])[N:8]1[CH2:9][CH:10]([CH2:12][NH:13][CH3:14])[CH2:11]1.[C:20]([O:21][BH-:22]([O:23][C:24](=[O:25])[CH3:26])[O:27][C:28](=[O:29])[CH3:30])(=[O:31])[CH3:32].[Cl:34][CH2:35][Cl:36].[Na+:33].[O:15]1[CH2:16][C:17](=[O:19])[CH2:18]1.[OH2:37]>>[C:1]([CH3:2])([CH3:3])([CH3:4])[O:5][C:6](=[O:7])[N:8]1[CH2:9][CH:10]([CH2:12][N:13]([CH3:14])[CH:17]2[CH2:16][O:15][CH2:18]2)[CH2:11]1.